This data is from the Open Reaction Database (ORD), a public repository of structured organic reaction records. The task is: describe an organic reaction: reactants, conditions, products, and yield Product: C(C)N(C1=CC=C(C(=O)OCC)C=C1)C1=CC=2C(=CCC(C2C=C1OCCC)(C)C)C(C)C (Ethyl 4-[Ethyl-(8-isopropyl-5,5-dimethyl-3-n-propoxy-5,6-dihydronaphthalen-2-yl)amino]benzoate). Reaction SMILES: [CH:1]([C:4]1[C:13]2[CH:12]=[C:11]([NH:14][C:15]3[CH:25]=[CH:24][C:18]([C:19]([O:21][CH2:22][CH3:23])=[O:20])=[CH:17][CH:16]=3)[C:10]([O:26][CH2:27][CH2:28][CH3:29])=[CH:9][C:8]=2[C:7]([CH3:31])([CH3:30])[CH2:6][CH:5]=1)([CH3:3])[CH3:2].[CH:32](=O)[CH3:33]>>[CH2:32]([N:14]([C:11]1[C:10]([O:26][CH2:27][CH2:28][CH3:29])=[CH:9][C:8]2[C:7]([CH3:31])([CH3:30])[CH2:6][CH:5]=[C:4]([CH:1]([CH3:3])[CH3:2])[C:13]=2[CH:12]=1)[C:15]1[CH:16]=[CH:17][C:18]([C:19]([O:21][CH2:22][CH3:23])=[O:20])=[CH:24][CH:25]=1)[CH3:33]. Reported procedure: Following General Procedure D, ethyl 4-(8-isopropyl-5,5-dimethyl-3-n-propoxy-5,6-dihydronaphthalen-2-ylamino)benzoate (Compound 117, 0.18 g, 0.43 mmol) was reacted with acetaldehyde to afford 0.14 g (70%) of the title compound as a yellow oil. Isolated yield 70.0%. Reactants: C(C)(C)C1=CCC(C=2C=C(C(=CC12)NC1=CC=C(C(=O)OCC)C=C1)OCCC)(C)C (ethyl 4-(8-isopropyl-5,5-dimethyl-3-n-propoxy-5,6-dihydronaphthalen-2-ylamino)benzoate), C(C)(C)C1=CCC(C=2C=C(C(=CC12)NC1=CC=C(C(=O)OCC)C=C1)OCCC)(C)C (ethyl 4-(8-isopropyl-5,5-dimethyl-3-n-propoxy-5,6-dihydronaphthalen-2-ylamino)benzoate), C(C)=O (acetaldehyde). Product: CN(c1ccccc1CBr)S(C)(=O)=O. The reactants are BrC(Br)(Br)Br, C1CCOC1, CN(c1ccccc1CO)S(C)(=O)=O, c1ccc(P(c2ccccc2)c2ccccc2)cc1. As a reaction SMILES: [C:15]([Br:16])([Br:17])([Br:18])[Br:19].[O:39]1[CH2:40][CH2:41][CH2:42][CH2:43]1.[OH:1][CH2:2][c:3]1[c:4]([N:9]([S:10](=[O:11])(=[O:12])[CH3:13])[CH3:14])[cH:5][cH:6][cH:7][cH:8]1.[c:20]1([P:21]([c:22]2[cH:23][cH:24][cH:25][cH:26][cH:27]2)[c:28]2[cH:29][cH:30][cH:31][cH:32][cH:33]2)[cH:34][cH:35][cH:36][cH:37][cH:38]1>>[CH2:2]([c:3]1[c:4]([N:9]([S:10](=[O:11])(=[O:12])[CH3:13])[CH3:14])[cH:5][cH:6][cH:7][cH:8]1)[Br:16]. Reactants: COCC(CO)(CO)C(C)C (2-methoxymethyl-2-isopropyl-1,3-propanediol), COCC=O (methoxyacetaldehyde), C1CCCCC1 (cyclohexane), ion. Solvent: O (water). Yields the product COCC1OCC(CO1)(C(C)C)COC (2,5-dimethoxymethyl-5-isopropyl-1,3-dioxane). The yield is 83.0%. RXN SMILES: [CH3:1][O:2][CH2:3][C:4]([CH:9]([CH3:11])[CH3:10])([CH2:7]O)[CH2:5][OH:6].[CH3:12][O:13][CH2:14][CH:15]=[O:16].C1CCCCC1>O>[CH3:12][O:13][CH2:14][CH:15]1[O:6][CH2:5][C:4]([CH2:3][O:2][CH3:1])([CH:9]([CH3:11])[CH3:10])[CH2:7][O:16]1. Procedure details: A mixture of 486 g (3 moles) of 2-methoxymethyl-2-isopropyl-1,3-propanediol, 287 g (3.3 moles) of 85% strength methoxyacetaldehyde and 250 ml of cyclohexane was heated with 5 g of the ion exchanger Lewasorb AC 10 under a water separator until water no longer separated off. The ion exchanger was filtered off, the solvent was stripped off under reduced pressure and the residue was subjected to fractional distillation under reduced pressure. 543 g (83% yield) of 2,5-dimethoxymethyl-5-isopropyl-1,3-... Reactants: FC=1C=C(C=C(C1)F)C1CC(C2=CC(=CC=C12)O)=O (3-(3,5-Difluorophenyl)-2,3-dihydro-6-hydroxyinden-1-one), OC1=CC=C2C(CC(C2=C1)=O)C1=CC=CC=C1 (2,3-dihydro-6-hydroxy-3-phenylinden-1-one). Reaction conditions: time 2 hour. Yields the product C(C)(=O)OC=1C=C2C(CC(C2=CC1)C1=CC(=CC(=C1)F)F)=O (1-(3,5-Difluorophenyl)-2,3-dihydro-3-oxo-1H-inden-5-yl acetate). Yield: 83.0%. Reaction SMILES: [F:1][C:2]1[CH:3]=[C:4]([CH:9]2[C:17]3[C:12](=[CH:13][C:14]([OH:18])=[CH:15][CH:16]=3)[C:11](=[O:19])[CH2:10]2)[CH:5]=[C:6]([F:8])[CH:7]=1.[OH:20][C:21]1C=C2C(C(C3C=CC=CC=3)CC2=O)=C[CH:22]=1>>[C:21]([O:18][C:14]1[CH:13]=[C:12]2[C:17](=[CH:16][CH:15]=1)[CH:9]([C:4]1[CH:3]=[C:2]([F:1])[CH:7]=[C:6]([F:8])[CH:5]=1)[CH2:10][C:11]2=[O:19])(=[O:20])[CH3:22]. Procedure details: The procedure of Step 3 of Example 1 was repeated except for using 3-(3,5-difluorophenyl)-2,3-dihydro-6-hydroxyinden-1-one obtained in Step 2 as a starting material instead of 2,3-dihydro-6-hydroxy-3-phenylinden-1-one and being stirred for 2 h to obtain the title compound (83%). The reactants are acrylic polymer, 50, C(C(=C)C)(=O)OCC(C)O (2-hydroxypropyl methacrylate), dimethacrylate, C1CO1 (ethylene oxide), OC1=CC=C(C=C1)C(C)(C)C1=CC=C(C=C1)O (Bisphenol A), ester. Yields the product CC(=C)C(=O)[O-].CC(=C)C(=O)OC (DIANAL BR 75), Rayon. As a reaction SMILES: [C:1]([O:6][CH2:7]C(O)C)(=[O:5])[C:2]([CH3:4])=[CH2:3].C1OC1.OC1C=CC(C(C2C=CC(O)=CC=2)(C)C)=CC=1>>[CH3:4][C:2]([C:1]([O-:6])=[O:5])=[CH2:3].[CH3:4][C:2]([C:1]([O:6][CH3:7])=[O:5])=[CH2:3] |f:3.4|. Procedure details: To a mixture of 50 parts of 2-hydroxypropyl methacrylate and 50 parts of dimethacrylate of a 2.6 mol-ethylene oxide adduct (an average addition amount) of Bisphenol A (NK ester BPE 2.6 produced by Shin-nakamura Kagaku Kogyo K.K., Japan, hereinafter referred to as BPE 2.6) was added 7.5 parts of an acrylic polymer having a polymerization degree of about 1,000 and a molecular weight of about 100,000 (DIANAL BR 75 produced by Mitsubishi Rayon K.K., Japan). The mixture was dissolved by heating at 80... The product is CCC(C)(O)C(=O)OCCCl. RXN SMILES: [OH:1][C:2]([C:3](=[O:4])[OH:5])([CH2:6][CH3:7])[CH3:8].[OH:9][CH2:10][CH2:11][Cl:12]>>[OH:1][C:2]([C:3](=[O:4])[O:5][CH2:10][CH2:11][Cl:12])([CH2:6][CH3:7])[CH3:8]. The reactants are CCC(C)(O)C(=O)O, OCCCl. Reactants: CCOC(CCNC(=O)C(C)(COC)COC)OCC, Cc1ccc(S(=O)(=O)O)cc1, CC(C)=O, O. Product: COCC(C)(COC)C(=O)NCCC=O. Reaction SMILES: [CH2:1]([O:3][CH:4]([O:2][CH2:18][CH3:19])[CH2:5][CH2:6][NH:7][C:8]([C:9]([CH2:10][O:11][CH3:12])([CH3:13])[CH2:14][O:15][CH3:16])=[O:17])[CH3:20].[CH3:21][c:22]1[cH:23][cH:24][c:25]([S:26]([OH:27])(=[O:28])=[O:29])[cH:30][cH:31]1.[CH3:33][C:34](=[O:35])[CH3:36].[OH2:32]>>[O:3]=[CH:4][CH2:5][CH2:6][NH:7][C:8]([C:9]([CH2:10][O:11][CH3:12])([CH3:13])[CH2:14][O:15][CH3:16])=[O:17]. Starting materials: N#Cc1ccc(CCBr)cc1, C=CCOC(=O)C(CCCCC(=O)OCC)C(=O)OCC=C, [H-], [Na+], CN(C)C=O, O. Reaction SMILES: [Br:25][CH2:26][CH2:27][c:28]1[cH:29][cH:30][c:31]([C:32]#[N:33])[cH:34][cH:35]1.[CH2:3]([CH:4]=[CH2:5])[O:6][C:7](=[O:8])[CH:9]([C:10](=[O:11])[O:12][CH2:13][CH:14]=[CH2:15])[CH2:16][CH2:17][CH2:18][CH2:19][C:20](=[O:21])[O:22][CH2:23][CH3:24].[H-:1].[Na+:2].[O:37]=[CH:38][N:39]([CH3:40])[CH3:41].[OH2:36]>>[CH2:3]([CH:4]=[CH2:5])[O:6][C:7](=[O:8])[C:9]([C:10](=[O:11])[O:12][CH2:13][CH:14]=[CH2:15])([CH2:16][CH2:17][CH2:18][CH2:19][C:20](=[O:21])[O:22][CH2:23][CH3:24])[CH2:26][CH2:27][c:28]1[cH:29][cH:30][c:31]([C:32]#[N:33])[cH:34][cH:35]1. Product: C=CCOC(=O)C(CCCCC(=O)OCC)(CCc1ccc(C#N)cc1)C(=O)OCC=C. The reactants are C(=O)([O-])[O-].[K+].[K+] (K2CO3), IC=1C=C(CBr)C=CC1 (3-iodo-benzylbromide), FC=1C=C(C=CC1)N1C(N=C([C@@]12C[C@@H](NCC2)C)NC)=O ((5R,7S)-1-(3-fluorophenyl)-7-methyl-4-(methylamino)-1,3,8-triazaspiro[4.5]dec-3-en-2-one). The solvent is O (water), CS(=O)C (DMSO). Reaction conditions: time 8 hour. Product: FC=1C=C(C=CC1)N1C(N=C([C@@]12C[C@@H](N(CC2)CC2=CC(=CC=C2)I)C)NC)=O ((5R,7S)-1-(3-fluorophenyl)-8-(3-iodobenzyl)-7-methyl-4-(methylamino)-1,3,8-triazaspiro[4.5]dec-3-en-2-one). As a reaction SMILES: [F:1][C:2]1[CH:3]=[C:4]([N:8]2[C@@:12]3([CH2:17][CH2:16][NH:15][C@@H:14]([CH3:18])[CH2:13]3)[C:11]([NH:19][CH3:20])=[N:10][C:9]2=[O:21])[CH:5]=[CH:6][CH:7]=1.C([O-])([O-])=O.[K+].[K+].[I:28][C:29]1[CH:30]=[C:31]([CH:34]=[CH:35][CH:36]=1)[CH2:32]Br>CS(C)=O.O>[F:1][C:2]1[CH:3]=[C:4]([N:8]2[C@@:12]3([CH2:17][CH2:16][N:15]([CH2:32][C:31]4[CH:34]=[CH:35][CH:36]=[C:29]([I:28])[CH:30]=4)[C@@H:14]([CH3:18])[CH2:13]3)[C:11]([NH:19][CH3:20])=[N:10][C:9]2=[O:21])[CH:5]=[CH:6][CH:7]=1 |f:1.2.3|. Reported procedure: (5R,7S)-1-(3-fluorophenyl)-7-methyl-4-(methylamino)-1,3,8-triazaspiro[4.5]dec-3-en-2-one (250 mg, 0.86 mmol) from step 2 above was dissolved in DMSO (8.0 mL). The flask was charged with K2CO3 (594 mg, 4.30 mmol) and 3-iodo-benzylbromide (255 mg, 0.86 mmol). The mixture was then sealed with a septum and placed in 50° C. oil bath and allowed to stir overnight. The mixture was diluted with water and extracted with EtOAc (three times). The combined organic layers were washed with aqueous LiCl (three...